This data is from the Open Reaction Database (ORD), a public repository of structured organic reaction records. The task is: describe an organic reaction: reactants, conditions, products, and yield The reactants are Cl (hydrochloric acid), C(C)(=O)NC=1SC(=CN1)SC1=NN=NN1C (2-acetylamino-5-(1-methyl-1H-tetrazol-5-ylthio)thiazole). Run in C(C)O (ethanol). Yields the product NC=1SC(=CN1)SC1=NN=NN1C (2-amino-5-(1-methyl-1H-tetrazol-5-ylthio)thiazole). The yield is 48.4%. Reaction SMILES: C([NH:4][C:5]1[S:6][C:7]([S:10][C:11]2[N:15]([CH3:16])[N:14]=[N:13][N:12]=2)=[CH:8][N:9]=1)(=O)C.Cl>C(O)C>[NH2:4][C:5]1[S:6][C:7]([S:10][C:11]2[N:15]([CH3:16])[N:14]=[N:13][N:12]=2)=[CH:8][N:9]=1. Procedure details: A mixture of 2-acetylamino-5-(1-methyl-1H-tetrazol-5-ylthio)thiazole (2.0 g) in a mixture of ethanol (20 ml) and aqueous 6N-hydrochloric acid (5 ml) was refluxed for 4 hours with stirring. The reaction mixture was concentrated under reduced pressure and the residue was adjusted to pH 8 using aqueous sodium bicarbonate under ice cooling. The precipitates were collected by filtration, washed with water and the solid was recrystallized from ethanol to give 2-amino-5-(1-methyl-1H-tetrazol-5-ylthio)t... The product is CCN(C(=O)OCc1ccccc1)c1c(OC)cc(C(=O)OC)cc1OC. Reactants: COC(=O)c1cc(OC)c(NC(=O)OCc2ccccc2)c(OC)c1, CCI, CN(C)C=O, [H-], [Na+]. RXN SMILES: [CH2:1]([c:2]1[cH:3][cH:4][cH:5][cH:6][cH:7]1)[O:8][C:9]([NH:10][c:11]1[c:12]([O:23][CH3:24])[cH:13][c:14]([C:19](=[O:20])[O:21][CH3:22])[cH:15][c:16]1[O:17][CH3:18])=[O:25].[CH2:28]([CH3:29])[I:30].[CH3:31][N:32]([CH3:33])[CH:34]=[O:35].[H-:26].[Na+:27]>>[CH2:1]([c:2]1[cH:3][cH:4][cH:5][cH:6][cH:7]1)[O:8][C:9]([N:10]([c:11]1[c:12]([O:23][CH3:24])[cH:13][c:14]([C:19](=[O:20])[O:21][CH3:22])[cH:15][c:16]1[O:17][CH3:18])[CH2:28][CH3:29])=[O:25]. The reactants are Cl (hydrochloric acid), C(CCC(=O)OC(C)C)(=O)OC(C)C (diisopropyl succinate), ice, CC(C)([O-])C.[K+] (potassium tert-butoxide), S1C(=CC=C1)C#N (2-thiophenenitrile). The solvent is CO (methanol), C(C)(C)(CC)O (tert-amyl alcohol), C(C)(C)(CC)O (tert-amyl alcohol), O (water), CO (methanol). Conditions: temperature 105 celsius, time 30 minute. Product: S1C(=CC=C1)C=1NC(C2=C(NC(C21)=O)C=2SC=CC2)=O (3,6-bis(thiophen-2-yl)-2H,5H-pyrrolo[3,4-c]pyrrole-1,4-dione). The yield is 82.7%. Reaction SMILES: C[C:2]([CH3:5])([O-])[CH3:3].[K+].[S:7]1[CH:11]=[CH:10][CH:9]=[C:8]1[C:12]#[N:13].[C:14]([O:24]C(C)C)(=O)[CH2:15][CH2:16][C:17]([O:19]C(C)C)=O.Cl>C(O)(CC)(C)C.CO.O>[S:7]1[CH:11]=[CH:10][CH:9]=[C:8]1[C:12]1[NH:13][C:17](=[O:19])[C:16]2[C:15]=1[C:14](=[O:24])[NH:13][C:12]=2[C:8]1[S:7][CH:5]=[CH:2][CH:3]=1 |f:0.1|. Procedure details: As a specific example embodiment, potassium tert-butoxide (67.4 g, 0.60 mol) and tert-amyl alcohol (400 mL) are added to a nitrogen-protected oven-dried three-neck round-bottom flask equipped with a mechanical stirrer, a thermometer and a reflux condenser. The mixture is heated to 105° C. for 1.5 h and to this mixture is added 2-thiophenenitrile (55.2 g, 0.50 mol) and the stirring continued at 105° C. for 30 min. A mixture of diisopropyl succinate (40.4 g, 0.20 mol) in tert-amyl alcohol (60 mL) ... Starting materials: Fc1cccc(Br)c1F, CN1CCC(O)CC1, [H-], [Na+], CN(C)C=O. Product: CN1CCC(Oc2c(F)cccc2Br)CC1. Reaction SMILES: [Br:11][c:12]1[c:13]([F:19])[c:14]([F:18])[cH:15][cH:16][cH:17]1.[CH3:1][N:2]1[CH2:3][CH2:4][CH:5]([OH:8])[CH2:6][CH2:7]1.[H-:9].[Na+:10].[O:20]=[CH:21][N:22]([CH3:23])[CH3:24]>>[CH3:1][N:2]1[CH2:3][CH2:4][CH:5]([O:8][c:13]2[c:12]([Br:11])[cH:17][cH:16][cH:15][c:14]2[F:18])[CH2:6][CH2:7]1. Reactants: Cl.Cl.Cl.Cl.Cl.CN1CCN(CC1)C1=NC(=NC(=C1)N1CC2=CC(=CC=C2CC1C)C1CCNCC1)N (4-(4-methylpiperazin-1-yl)-6-(3-methyl-7-piperidin-4-yl-3,4-dihydroisoquinolin-2(1H)-yl)pyrimidin-2-amine tetrahydrochloride HCl salt), C(C)S(=O)(=O)Cl (ethanesulfonyl chloride). Yields the product C(C)S(=O)(=O)N1CCC(CC1)C1=CC=C2CC(N(CC2=C1)C1=NC(=NC(=C1)N1CCN(CC1)C)N)C (4-[7-[1-(Ethylsulfonyl)piperidin-4-yl]-3-methyl-3,4-dihydroisoquinolin-2(1 H)-yl]-6-(4-methylpiperazin-1-yl)pyrimidin-2-amine). Reaction SMILES: Cl.Cl.Cl.Cl.Cl.[CH3:6][N:7]1[CH2:12][CH2:11][N:10]([C:13]2[CH:18]=[C:17]([N:19]3[CH:28]([CH3:29])[CH2:27][C:26]4[C:21](=[CH:22][C:23]([CH:30]5[CH2:35][CH2:34][NH:33][CH2:32][CH2:31]5)=[CH:24][CH:25]=4)[CH2:20]3)[N:16]=[C:15]([NH2:36])[N:14]=2)[CH2:9][CH2:8]1.[CH2:37]([S:39](Cl)(=[O:41])=[O:40])[CH3:38]>>[CH2:37]([S:39]([N:33]1[CH2:32][CH2:31][CH:30]([C:23]2[CH:22]=[C:21]3[C:26]([CH2:27][CH:28]([CH3:29])[N:19]([C:17]4[CH:18]=[C:13]([N:10]5[CH2:11][CH2:12][N:7]([CH3:6])[CH2:8][CH2:9]5)[N:14]=[C:15]([NH2:36])[N:16]=4)[CH2:20]3)=[CH:25][CH:24]=2)[CH2:35][CH2:34]1)(=[O:41])=[O:40])[CH3:38] |f:0.1.2.3.4.5|. Reported procedure: This compound was prepared by using procedures analogous to those described for the synthesis of Example 144 starting from 4-(4-methylpiperazin-1-yl)-6-(3-methyl-7-piperidin-4-yl-3,4-dihydroisoquinolin-2(1H)-yl)pyrimidin-2-amine tetrahydrochloride HCl salt (Example 144, Step 3) and ethanesulfonyl chloride. LCMS (M+H)+: m/z=514.2. Reactants: COC1=C(OCC2SCCN2)C=CC=C1 (2-(o-methoxyphenoxy)methyl-thiazolidine), CS(=O)(=O)Cl (methane sulphonyl chloride). The solvent is OS(=O)(=O)O (H2SO4), N1=CC=CC=C1 (pyridine). The product is CS(=O)(=O)N1C(SCC1)COC1=C(C=CC=C1)OC (3-methanesulphonyl-2-(o-methoxyphenoxy)methyl-thiazolidine). Yield: 89.3%. As a reaction SMILES: [CH3:1][O:2][C:3]1[CH:15]=[CH:14][CH:13]=[CH:12][C:4]=1[O:5][CH2:6][CH:7]1[NH:11][CH2:10][CH2:9][S:8]1.[CH3:16][S:17](Cl)(=[O:19])=[O:18]>N1C=CC=CC=1.OS(O)(=O)=O>[CH3:16][S:17]([N:11]1[CH2:10][CH2:9][S:8][CH:7]1[CH2:6][O:5][C:4]1[CH:12]=[CH:13][CH:14]=[CH:15][C:3]=1[O:2][CH3:1])(=[O:19])=[O:18]. Procedure details: A solution of 2-(o-methoxyphenoxy)methyl-thiazolidine (1.83 g) in pyridine (6 ml) is treated with methane sulphonyl chloride (1.2 g) at room temperature. After 4 hours the mixture is diluted with 2N H2SO4, extracted with Et2O, to afford after the usual work-up 2.2 g of 3-methanesulphonyl-2-(o-methoxyphenoxy)methyl-thiazolidine m.p. 118°-120° C. Starting materials: IC(C)C (2-iodopropane), C(C)OC([C@@H](NS(=O)(=O)C1=CC=C2CCNCC2=C1)CC1=CC(=CC=C1)C#N)=O (N-(1,2,3,4-tetrahydroisoquinoline-7-sulphonyl)-3-cyano-(S)-phenylalanine ethyl ester), IC(C)C (2-iodopropane), C([O-])([O-])=O.[K+].[K+] (potassium carbonate). Solvent: C(C)#N (acetonitrile). Reaction conditions: time 1 hour. The product is C(C)OC([C@@H](NS(=O)(=O)C1=CC=C2CCN(CC2=C1)C(C)C)CC1=CC(=CC=C1)C#N)=O (N-[2-(2-propyl)-1,2,3,4-tetrahydroisoquinoline-7-sulphonyl]-3-cyano-(S)-phenylalanine ethyl ester). Yield: 74.8%. As a reaction SMILES: [CH2:1]([O:3][C:4](=[O:29])[C@H:5]([CH2:20][C:21]1[CH:26]=[CH:25][CH:24]=[C:23]([C:27]#[N:28])[CH:22]=1)[NH:6][S:7]([C:10]1[CH:19]=[C:18]2[C:13]([CH2:14][CH2:15][NH:16][CH2:17]2)=[CH:12][CH:11]=1)(=[O:9])=[O:8])[CH3:2].I[CH:31]([CH3:33])[CH3:32].C(=O)([O-])[O-].[K+].[K+]>C(#N)C>[CH2:1]([O:3][C:4](=[O:29])[C@H:5]([CH2:20][C:21]1[CH:26]=[CH:25][CH:24]=[C:23]([C:27]#[N:28])[CH:22]=1)[NH:6][S:7]([C:10]1[CH:19]=[C:18]2[C:13]([CH2:14][CH2:15][N:16]([CH:31]([CH3:33])[CH3:32])[CH2:17]2)=[CH:12][CH:11]=1)(=[O:8])=[O:9])[CH3:2] |f:2.3.4|. Reported procedure: A stirred mixture of N-(1,2,3,4-tetrahydroisoquinoline-7-sulphonyl)-3-cyano-(S)-phenylalanine ethyl ester (Preparation 23; 1.3 g, 3.14 mmol), 2-iodopropane (641 mg, 377 μl, 3.77 mmol), potassium carbonate (650 mg, 4.7 mmol) and acetonitrile (50 ml) was heated under reflux for 9 hours, more 2-iodopropane (35 μl) added and heating under reflux continued for 1 hour. The solvent was evaporated under reduced pressure and the residue purified by chromatography on silica gel, using a 0-5% methanol in d... Reactants: CNC(C)Cc1ccccc1, Cc1ccccc1, ClCc1ccccc1, [Na+], [Na+], O=C([O-])[O-], O. Yields the product CC(Cc1ccccc1)[NH+](C)Cc1ccccc1, [Cl-]. Reaction SMILES: [CH3:1][NH:2][CH:3]([CH3:4])[CH2:5][c:6]1[cH:7][cH:8][cH:9][cH:10][cH:11]1.[CH3:27][c:28]1[cH:29][cH:30][cH:31][cH:32][cH:33]1.[Cl:12][CH2:13][c:14]1[cH:15][cH:16][cH:17][cH:18][cH:19]1.[Na+:20].[Na+:21].[O-:22][C:23](=[O:24])[O-:25].[OH2:26]>>[CH3:1][NH+:2]([CH:3]([CH3:4])[CH2:5][c:6]1[cH:7][cH:8][cH:9][cH:10][cH:11]1)[CH2:13][c:14]1[cH:15][cH:16][cH:17][cH:18][cH:19]1.[Cl-:12].